describe an organic reaction: reactants, conditions, products, and yield From a dataset of the Open Reaction Database (ORD), a public repository of structured organic reaction records. Starting materials: CO, O=C[O-], [NH4+], CC1(CO)CC2CN(Cc3ccccc3)CCN2C1. The product is CC1(CO)CC2CNCCN2C1. RXN SMILES: [CH3:24][OH:25].[CH:20]([O-:21])=[O:22].[NH4+:23].[OH:1][CH2:2][C:3]1([CH3:19])[CH2:4][CH:5]2[N:6]([CH2:7][CH2:8][N:9]([CH2:11][c:12]3[cH:13][cH:14][cH:15][cH:16][cH:17]3)[CH2:10]2)[CH2:18]1>>[OH:1][CH2:2][C:3]1([CH3:19])[CH2:4][CH:5]2[N:6]([CH2:7][CH2:8][NH:9][CH2:10]2)[CH2:18]1. Run in ClCCl (dichloromethane), O (water). Reactants: ClC1=C2C(C(N(C2=CC=C1)C)=O)=O (4-chloro-1-methyl-1H-indole-2,3-dione), O.NN (hydrazine hydrate). Reported procedure: To a solution of 4-chloroisatin (CAS#6344-05-4, 3.64 g, 20.0 mmol) in acetonitrile (150 mL) was added potassium carbonate (11.1 g, 80 mmol) followed by iodomethane (2.75 mL, 44.0 mmol). The reaction was then placed at 60° C. and stirred for 40 minutes. The reaction was then cooled to room temperature, filtered and concentrated to 10% of the original volume. The reaction was then diluted with dichloromethane, water, and brine. The layers were separated and the aqueous layer was extracted two addi... Reaction conditions: temperature 130 celsius, time 45 minute. Yields the product ClC1=C2CC(N(C2=CC=C1)C)=O (4-chloro-1-methyl-1,3-dihydro-indol-2-one). Reaction SMILES: [Cl:1][C:2]1[CH:10]=[CH:9][CH:8]=[C:7]2[C:3]=1[C:4](=O)[C:5](=[O:12])[N:6]2[CH3:11].O.NN>ClCCl.O>[Cl:1][C:2]1[CH:10]=[CH:9][CH:8]=[C:7]2[C:3]=1[CH2:4][C:5](=[O:12])[N:6]2[CH3:11] |f:1.2|.